The task is: describe an organic reaction: reactants, conditions, products, and yield. This data is from the Open Reaction Database (ORD), a public repository of structured organic reaction records. Reactants: OBO, CC(C)(C)OC(=O)Nc1ccc(I)cc1[N+](=O)[O-], FC(F)(F)Oc1ccccc1. The product is CC(C)(C)OC(=O)Nc1ccc(-c2ccc(OC(F)(F)F)cc2)cc1[N+](=O)[O-]. Reaction SMILES: [BH:19]([OH:20])[OH:21].[C:1]([CH3:2])([CH3:3])([CH3:4])[O:5][C:6]([NH:7][c:8]1[c:9]([N+:15](=[O:16])[O-:17])[cH:10][c:11]([I:14])[cH:12][cH:13]1)=[O:18].[F:22][C:23]([O:24][c:25]1[cH:26][cH:27][cH:28][cH:29][cH:30]1)([F:31])[F:32]>>[C:1]([CH3:2])([CH3:3])([CH3:4])[O:5][C:6]([NH:7][c:8]1[c:9]([N+:15](=[O:16])[O-:17])[cH:10][c:11](-[c:28]2[cH:27][cH:26][c:25]([O:24][C:23]([F:22])([F:31])[F:32])[cH:30][cH:29]2)[cH:12][cH:13]1)=[O:18].